This data is from the Open Reaction Database (ORD), a public repository of structured organic reaction records. The task is: describe an organic reaction: reactants, conditions, products, and yield Reactants: CN(C)CC=1SC=C(N1)CSCCN (2-(2-dimethylaminomethyl-4-thiazolylmethylthio)ethylamine), [N+](=O)([O-])NC1=NC=C(C(N1)=O)CC1=NC=CC=C1 (2-nitroamino-5-(2-pyridyl)methyl-4-pyrimidone), Cl.Cl.Cl.CN(C)CC=1SC=C(N1)CSCCNC1=NC=C(C(N1)=O)CC1=NC=CC=C1 (2-[2-(2-dimethylaminomethyl-4-thiazolylmethylthio)ethyl]amino-5-(2-pyridyl)methyl-4-pyrimidone trihydrochloride). Run in C(C)O (ethanol). Product: CN(C)CC=1SC=C(N1)CSCCNC1=NC=C(C(N1)=O)CC1=NC=CC=C1 (2-[2-(2-dimethylaminomethyl-4-thiazolylmethylthio)ethyl]amino-5-(2-pyridyl)methyl-4-pyrimidone). As a reaction SMILES: CN(CC1SC=C(CSCCN)N=1)C.[N+](NC1NC(=O)C(CC2C=CC=CN=2)=CN=1)([O-])=O.Cl.Cl.Cl.[CH3:36][N:37]([CH2:39][C:40]1[S:41][CH:42]=[C:43]([CH2:45][S:46][CH2:47][CH2:48][NH:49][C:50]2[NH:55][C:54](=[O:56])[C:53]([CH2:57][C:58]3[CH:63]=[CH:62][CH:61]=[CH:60][N:59]=3)=[CH:52][N:51]=2)[N:44]=1)[CH3:38]>C(O)C>[CH3:36][N:37]([CH2:39][C:40]1[S:41][CH:42]=[C:43]([CH2:45][S:46][CH2:47][CH2:48][NH:49][C:50]2[NH:55][C:54](=[O:56])[C:53]([CH2:57][C:58]3[CH:63]=[CH:62][CH:61]=[CH:60][N:59]=3)=[CH:52][N:51]=2)[N:44]=1)[CH3:38] |f:2.3.4.5|. Reported procedure: Following the procedure of Example 1, a reaction mixture was prepared from 1.62 g. of 2-(2-dimethylaminomethyl-4-thiazolylmethylthio)ethylamine, 1.73 g. of 2-nitroamino-5-(2-pyridyl)methyl-4-pyrimidone and 20 ml. of ethanol. The reaction mixture was heated at refluxing temperature for about 21 hours. The solvents were removed in vacuo and the residue purified by high pressure liquid gradient elution chromatography (silica-ethanol/ethyl acetate/ammonium hydroxide). Fractions containing 2-[2-(2-di... Reactants: [C@@H]12N(C[C@@H](NC1)C2)C(=O)OC(C)(C)C (tert-Butyl (1S,4S)-2,5-diazabicyclo[2.2.1]heptane-2-carboxylate), CC(C)([O-])C.[Na+] (sodium tert-butoxide), FC1=NC=C(C=C1)I (2-fluoro-5-iodopyridine), COC1=C(C2=CC=CC=C2C=C1)C3=C(C=CC4=CC=CC=C43)P(C5=CC=CC=C5)C6=CC=CC=C6 ((S)-(−)-2-(diphenylphosphino)-2′-methoxy-1,1′-binaphthyl). The reagents and catalysts are C=1C=CC(=CC1)/C=C/C(=O)/C=C/C2=CC=CC=C2.C=1C=CC(=CC1)/C=C/C(=O)/C=C/C2=CC=CC=C2.C=1C=CC(=CC1)/C=C/C(=O)/C=C/C2=CC=CC=C2.[Pd].[Pd] (Pd2(dba)3). The solvent is C1(=CC=CC=C1)C (toluene), C(C)OCC (diethyl ether). Run at temperature 80 celsius. Yields the product FC1=CC=C(C=N1)N1[C@@H]2CN([C@H](C1)C2)C(=O)OC(C)(C)C (tert-butyl (1S,4S)-5-(6-fluoro-3-pyridinyl)-2,5-diazabicyclo[2.2.1]heptane-2-carboxylate). Isolated yield 32.1%. As a reaction SMILES: [C@H:1]12[CH2:7][C@H:4]([NH:5][CH2:6]1)[CH2:3][N:2]2[C:8]([O:10][C:11]([CH3:14])([CH3:13])[CH3:12])=[O:9].[F:15][C:16]1[CH:21]=[CH:20][C:19](I)=[CH:18][N:17]=1.COC1C=CC2C(=CC=CC=2)C=1C1C2C(=CC=CC=2)C=CC=1P(C1C=CC=CC=1)C1C=CC=CC=1.CC(C)([O-])C.[Na+]>C1(C)C=CC=CC=1.C1C=CC(/C=C/C(/C=C/C2C=CC=CC=2)=O)=CC=1.C1C=CC(/C=C/C(/C=C/C2C=CC=CC=2)=O)=CC=1.C1C=CC(/C=C/C(/C=C/C2C=CC=CC=2)=O)=CC=1.[Pd].[Pd].C(OCC)C>[F:15][C:16]1[N:17]=[CH:18][C:19]([N:5]2[CH2:6][C@@H:1]3[CH2:7][C@H:4]2[CH2:3][N:2]3[C:8]([O:10][C:11]([CH3:14])([CH3:13])[CH3:12])=[O:9])=[CH:20][CH:21]=1 |f:3.4,6.7.8.9.10|. Procedure details: tert-Butyl (1S,4S)-2,5-diazabicyclo[2.2.1]heptane-2-carboxylate (0.300 g, 1.01 mmol), prepared as described in (J. Med. Chem., (1988) 31, 1598-1611), in anhydrous toluene (30 ml) was treated with 2-fluoro-5-iodopyridine (0.34 g, 1.52 mmol), available as described in (U.S. Pat. No. 5,733,912), Pd2(dba)3 (0.028 g, 0.03 mmol), (S)-(−)-2-(diphenylphosphino)-2′-methoxy-1,1′-binaphthyl (0.028 g, 0.06 mmol), available from Strem Chemicals, and sodium tert-butoxide (0.248 g, 2.58 mmol). The reaction mix... The reactants are S(=O)(=O)([O-])[O-].O[NH3+].O[NH3+] (hydroxylammonium sulfate), N (ammonia). The solvent is lower alkanol. The product is NO (hydroxylamine), S(=O)(=O)([O-])[O-].[NH4+].[NH4+] (ammonium sulfate), S(=O)(=O)([O-])[O-].O[NH3+].O[NH3+] (hydroxylammonium sulfate). RXN SMILES: [S:1]([O-:5])([O-:4])(=[O:3])=[O:2].[OH:6][NH3+:7].O[NH3+].N>>[NH2:7][OH:6].[S:1]([O-:5])([O-:4])(=[O:3])=[O:2].[NH4+:7].[NH4+:7].[S:1]([O-:5])([O-:4])(=[O:3])=[O:2].[OH:6][NH3+:7].[OH:6][NH3+:7] |f:0.1.2,5.6.7,8.9.10|. Reported procedure: hydroxylammonium sulfate is reacted with ammonia in a lower alkanol as solvent, and a solution of free hydroxylamine and solid ammonium sulfate with residues of hydroxylammonium sulfate is obtained, The reactants are CCCc1c2c(c(Cl)c3c(=O)cc(C(=O)OCC)oc13)CCCC2, [F-], [K+], CN(C)C=O, O. Product: CCCc1c2c(c(F)c3c(=O)cc(C(=O)OCC)oc13)CCCC2. Reaction SMILES: [Cl:1][c:2]1[c:3]2[c:8]([c:9]([CH2:22][CH2:23][CH3:24])[c:10]3[o:11][c:12]([C:17](=[O:18])[O:19][CH2:20][CH3:21])[cH:13][c:14](=[O:16])[c:15]13)[CH2:7][CH2:6][CH2:5][CH2:4]2.[F-:25].[K+:26].[O:28]=[CH:29][N:30]([CH3:31])[CH3:32].[OH2:27]>>[c:2]1([F:25])[c:3]2[c:8]([c:9]([CH2:22][CH2:23][CH3:24])[c:10]3[o:11][c:12]([C:17](=[O:18])[O:19][CH2:20][CH3:21])[cH:13][c:14](=[O:16])[c:15]13)[CH2:7][CH2:6][CH2:5][CH2:4]2. Reactants: ClCN1S(=O)(=O)C2=C(C(=CC(=C2C1=O)OCC)CCC)OC (2-chloromethyl-4-ethoxy-6-propyl-7-methoxysaccharin), [Na].C1(=CC=CC=C1)N1N=NN=C1S (1-phenyltetrazol-5-thiol sodium salt). The product is C1(=CC=CC=C1)N1N=NN=C1SCN1S(=O)(=O)C2=C(C(=CC(=C2C1=O)OCC)CCC)OC (2-(1-phenyltetrazol-5-yl)thiomethyl-4-ethoxy-6-propyl-7-methoxysaccharin). Isolated yield 71.0%. RXN SMILES: Cl[CH2:2][N:3]1[C:13](=[O:14])[C:12]2[C:7](=[C:8]([O:21][CH3:22])[C:9]([CH2:18][CH2:19][CH3:20])=[CH:10][C:11]=2[O:15][CH2:16][CH3:17])[S:4]1(=[O:6])=[O:5].[Na].[C:24]1([N:30]2[C:34]([SH:35])=[N:33][N:32]=[N:31]2)[CH:29]=[CH:28][CH:27]=[CH:26][CH:25]=1>>[C:24]1([N:30]2[C:34]([S:35][CH2:2][N:3]3[C:13](=[O:14])[C:12]4[C:7](=[C:8]([O:21][CH3:22])[C:9]([CH2:18][CH2:19][CH3:20])=[CH:10][C:11]=4[O:15][CH2:16][CH3:17])[S:4]3(=[O:6])=[O:5])=[N:33][N:32]=[N:31]2)[CH:25]=[CH:26][CH:27]=[CH:28][CH:29]=1 |f:1.2,^1:22|. Procedure: By the method of part F of Example 45 condensation of 2-chloromethyl-4-ethoxy-6-propyl-7-methoxysaccharin (0.62 g) and 1-phenyltetrazol-5-thiol sodium salt (0.36 g initially and a small amount more after 3.5 hours reaction time, total reaction time 8 hours) and isolation of the oily product by extraction with dichloromethane and purification thereof first by column chromatography on silica gel using dichloromethane as eluant and then by crystallization of the resulting oil (0.62 g., 71% yield) f... The reactants are [CH2]C, CC(=O)c1ccccc1, CCO, CCOC(=O)C(C)(C)Oc1ccc(C=O)cc1, [Na]. Yields the product CCOC(=O)C(C)(C)Oc1ccc(C=CC(=O)c2ccccc2)cc1. RXN SMILES: [CH2:28][CH3:29].[CH3:18][C:19](=[O:20])[c:21]1[cH:22][cH:23][cH:24][cH:25][cH:26]1.[CH3:30][CH2:31][OH:32].[CH:1](=[O:2])[c:3]1[cH:4][cH:5][c:6]([O:7][C:8]([C:9](=[O:10])[O:11][CH2:12][CH3:13])([CH3:14])[CH3:15])[cH:16][cH:17]1.[Na:27]>>[CH:1]([c:3]1[cH:4][cH:5][c:6]([O:7][C:8]([C:9](=[O:10])[O:11][CH2:12][CH3:13])([CH3:14])[CH3:15])[cH:16][cH:17]1)=[CH:18][C:19](=[O:20])[c:21]1[cH:22][cH:23][cH:24][cH:25][cH:26]1. Starting materials: NC1=C(C(=O)O)C(=CC=C1)C (2-amino-6-methylbenzoic acid), C=C1CC(=O)O1 (diketene), C(Cl)(Cl)(Cl)Cl (carbon tetrachloride), C(C)(=O)OC(C)=O (acetic anhydride). Solvent: CC(=O)C (acetone). Conditions: time 8 hour. Yields the product CC1=CC=CC2=C1C(OC(=N2)CC(C)=O)=O (5-methyl-2-(2-oxopropyl)-4H-3,1-benzoxazin-4-one). Isolated yield 48.0%. RXN SMILES: [NH2:1][C:2]1[CH:10]=[CH:9][CH:8]=[C:7]([CH3:11])[C:3]=1[C:4]([OH:6])=[O:5].[CH2:12]=[C:13]1[O:17][C:15](=O)[CH2:14]1.C(Cl)(Cl)(Cl)Cl.C(OC(=O)C)(=O)C>CC(C)=O>[CH3:11][C:7]1[C:3]2[C:4](=[O:6])[O:5][C:15]([CH2:14][C:13](=[O:17])[CH3:12])=[N:1][C:2]=2[CH:10]=[CH:9][CH:8]=1. Procedure: To a solution of 2-amino-6-methylbenzoic acid (20 g, 0.132 mol) in acetone (100 mL), diketene (15.3 mL, 0.198 mol) was added dropwise at room temperature, and the mixture was stirred overnight at room temperature. The reaction solvent and excess diketene was evaporated under reduced pressure. To the residue, carbon tetrachloride (80 mL) and subsequently acetic anhydride (27 g, 0.265 mol) were added, and the mixture was heated under reflux for 3 hours. The reaction solvent and excess acetic anhyd... Reactants: CC(C)CC(NC(=O)OC(C)(C)C)C(=O)O, ClCCl, C(=NC1CCCCC1)=NC1CCCCC1, O, O=C1CCC(=O)N1O, c1ccc(C(c2ccccc2)N2CCNCC2)cc1. Yields the product CC(C)CC(NC(=O)OC(C)(C)C)C(=O)N1CCN(C(c2ccccc2)c2ccccc2)CC1. RXN SMILES: [C:2]([CH3:3])([CH3:4])([CH3:5])[O:6][C:7](=[O:8])[NH:9][CH:10]([CH2:11][CH:12]([CH3:13])[CH3:14])[C:15](=[O:16])[OH:17].[CH2:60]([Cl:61])[Cl:62].[CH:26]1([N:27]=[C:28]=[N:29][CH:30]2[CH2:31][CH2:32][CH2:33][CH2:34][CH2:35]2)[CH2:36][CH2:37][CH2:38][CH2:39][CH2:40]1.[OH2:1].[OH:18][N:19]1[C:20](=[O:21])[CH2:22][CH2:23][C:24]1=[O:25].[c:41]1([CH:47]([N:48]2[CH2:49][CH2:50][NH:51][CH2:52][CH2:53]2)[c:54]2[cH:55][cH:56][cH:57][cH:58][cH:59]2)[cH:42][cH:43][cH:44][cH:45][cH:46]1>>[C:2]([CH3:3])([CH3:4])([CH3:5])[O:6][C:7](=[O:8])[NH:9][CH:10]([CH2:11][CH:12]([CH3:13])[CH3:14])[C:15](=[O:17])[N:51]1[CH2:50][CH2:49][N:48]([CH:47]([c:41]2[cH:42][cH:43][cH:44][cH:45][cH:46]2)[c:54]2[cH:55][cH:56][cH:57][cH:58][cH:59]2)[CH2:53][CH2:52]1.